This data is from the Open Reaction Database (ORD), a public repository of structured organic reaction records. The task is: describe an organic reaction: reactants, conditions, products, and yield Starting materials: CCN(CC)S(F)(F)F, ClCCl, Cc1c(-c2ccncc2)sc(-c2ccncc2)c1CO. Yields the product Cc1c(-c2ccncc2)sc(-c2ccncc2)c1CF. As a reaction SMILES: [CH2:21]([N:22]([S:23]([F:24])([F:25])[F:27])[CH2:26][CH3:28])[CH3:29].[Cl:30][CH2:31][Cl:32].[OH:1][CH2:2][c:3]1[c:4](-[c:15]2[cH:16][cH:17][n:18][cH:19][cH:20]2)[s:5][c:6](-[c:9]2[cH:10][cH:11][n:12][cH:13][cH:14]2)[c:7]1[CH3:8]>>[CH2:2]([c:3]1[c:4](-[c:15]2[cH:16][cH:17][n:18][cH:19][cH:20]2)[s:5][c:6](-[c:9]2[cH:10][cH:11][n:12][cH:13][cH:14]2)[c:7]1[CH3:8])[F:27].